From a dataset of the Open Reaction Database (ORD), a public repository of structured organic reaction records. describe an organic reaction: reactants, conditions, products, and yield Reactants: [Li]CCCC, [Li]c1ccccc1OC, COc1ccccc1, Cc1ccnc(Cl)n1, C1CCOC1. Product: COc1ccccc1-c1cc(C)nc(Cl)n1. RXN SMILES: [CH2:9]([Li:10])[CH2:11][CH2:12][CH3:13].[CH3:14][O:15][c:16]1[cH:17][cH:18][cH:19][cH:20][c:21]1[Li:22].[CH3:1][O:2][c:3]1[cH:4][cH:5][cH:6][cH:7][cH:8]1.[Cl:23][c:24]1[n:25][cH:26][cH:27][c:28]([CH3:30])[n:29]1.[O:31]1[CH2:32][CH2:33][CH2:34][CH2:35]1>>[CH3:1][O:2][c:3]1[c:4](-[c:26]2[n:25][c:24]([Cl:23])[n:29][c:28]([CH3:30])[cH:27]2)[cH:5][cH:6][cH:7][cH:8]1. Reactants: COC(=O)C1=NC(=C(C(=C1NC1=C(C=CC=C1)F)F)ON=C(C)C)C(C)=O (6-acetyl-4-fluoro-3-(2-fluorophenylamino)-5-isopropylideneaminooxy-pyridine-2-carboxylic acid methyl ester). Run in CO (MeOH), CCOC(=O)C (EtOAc). Run at time 1 hour. Product: COC(=O)C1=C(C(=C2C(=N1)C(=NO2)C)F)NC2=C(C=CC=C2)F (7-fluoro-6-(2-fluorophenylamino)-3-methyl-isoxazolo[4,5-b]pyridine-5-carboxylic acid methyl ester). As a reaction SMILES: [CH3:1][O:2][C:3]([C:5]1[C:10]([NH:11][C:12]2[CH:17]=[CH:16][CH:15]=[CH:14][C:13]=2[F:18])=[C:9]([F:19])[C:8]([O:20][N:21]=[C:22](C)[CH3:23])=[C:7](C(=O)C)[N:6]=1)=[O:4]>CO.CCOC(C)=O>[CH3:1][O:2][C:3]([C:5]1[N:6]=[C:7]2[C:22]([CH3:23])=[N:21][O:20][C:8]2=[C:9]([F:19])[C:10]=1[NH:11][C:12]1[CH:17]=[CH:16][CH:15]=[CH:14][C:13]=1[F:18])=[O:4]. Procedure details: To a solution of acetone oxime (2.20 equivalents) at room temperature is added t-BuOK (2.20 equivalents, 1.0 M solution in THF). After stirring for 30 minutes room temperature, the reaction mixture is cooled to 0° C. A solution 6-acetyl-5-chloro-4-fluoro-3-(2-fluorophenylamino)-pyridine-2-carboxylic acid methyl ester (1.00 equivalent) in THF is added. After stirring for 1 hour at 0-5° C., the reaction mixture is quenched with saturated aqueous NH4Cl and diluted with EtOAc. The organic layer is w... Reactants: C(C(C)(C)C)(=O)OCN1N=NC(=C1)C1=NC=CC(=C1)OC=1C(=NC(=CC1)NC(=O)NC(C(C)(C)C)=O)C ((4-(4-((2-Methyl-6-(3-pivaloylureido)pyridin-3-yl)oxy)pyridin-2-yl)-1H-1,2,3-triazol-1-yl)methyl pivalate), TEA. The solvent is CO (MeOH). The product is N1N=NC(=C1)C1=NC=CC(=C1)OC=1C=CC(=NC1C)NC(=O)NC(C(C)(C)C)=O (N-((5-((2-(1H-1,2,3-triazol-4-yl)pyridin-4-yl)oxy)-6-methylpyridin-2-yl)carbamoyl)pivalamide). The yield is 49.9%. As a reaction SMILES: C(OC[N:9]1[CH:13]=[C:12]([C:14]2[CH:19]=[C:18]([O:20][C:21]3[C:22]([CH3:37])=[N:23][C:24]([NH:27][C:28]([NH:30][C:31](=[O:36])[C:32]([CH3:35])([CH3:34])[CH3:33])=[O:29])=[CH:25][CH:26]=3)[CH:17]=[CH:16][N:15]=2)[N:11]=[N:10]1)(=O)C(C)(C)C>CO>[NH:9]1[CH:13]=[C:12]([C:14]2[CH:19]=[C:18]([O:20][C:21]3[CH:26]=[CH:25][C:24]([NH:27][C:28]([NH:30][C:31](=[O:36])[C:32]([CH3:34])([CH3:33])[CH3:35])=[O:29])=[N:23][C:22]=3[CH3:37])[CH:17]=[CH:16][N:15]=2)[N:11]=[N:10]1. Procedure details: A solution of (4-(4-((2-Methyl-6-(3-pivaloylureido)pyridin-3-yl)oxy)pyridin-2-yl)-1H-1,2,3-triazol-1-yl)methyl pivalate (0.16 g, 0.314 mmol) and TEA (0.175 mL, 1.256 mmol) in MeOH (5 mL) was stirred at 40° C. for ˜40 h. The solvent was evaporated to dryness and the residue was purified by silica gel chromatography (MeOH/DCM), and lyophilized from MeCN/H2O to afford N-((5-((2-(1H-1,2,3-triazol-4-yl)pyridin-4-yl)oxy)-6-methylpyridin-2-yl)carbamoyl)pivalamide (62 mg, 50%) as a white solid. 1H NMR (... As a reaction SMILES: [CH:1]1([CH2:7][C:8]([NH:10][C@@H:11]([C:37]([CH3:40])([CH3:39])[CH3:38])[C:12]([N:14]2[C@H:29]([C:30]([O:32]C(C)(C)C)=[O:31])[CH2:28][C@:16]3([O:20][C:19](=[O:21])[N:18]([C:22]4[CH:27]=[CH:26][CH:25]=[CH:24][CH:23]=4)[CH2:17]3)[CH2:15]2)=[O:13])=[O:9])[CH2:6][CH2:5][CH2:4][CH2:3][CH2:2]1.C(O)(C(F)(F)F)=O>C(Cl)Cl>[CH:1]1([CH2:7][C:8]([NH:10][C@@H:11]([C:37]([CH3:40])([CH3:39])[CH3:38])[C:12]([N:14]2[C@H:29]([C:30]([OH:32])=[O:31])[CH2:28][C@:16]3([O:20][C:19](=[O:21])[N:18]([C:22]4[CH:23]=[CH:24][CH:25]=[CH:26][CH:27]=4)[CH2:17]3)[CH2:15]2)=[O:13])=[O:9])[CH2:2][CH2:3][CH2:4][CH2:5][CH2:6]1. Solvent: C(Cl)Cl (DCM). Starting materials: C1(CCCCC1)CC(=O)N[C@H](C(=O)N1C[C@]2(CN(C(O2)=O)C2=CC=CC=C2)C[C@H]1C(=O)OC(C)(C)C)C(C)(C)C ((5S,8S)-tert-butyl 7-((S)-2-(2-cyclohexylacetamido)-3,3-dimethylbutanoyl)-2-oxo-3-phenyl-1-oxa-3,7-diazaspiro[4.4]nonane-8-carboxylate), C(=O)(C(F)(F)F)O (TFA). Yields the product C1(CCCCC1)CC(=O)N[C@H](C(=O)N1C[C@]2(CN(C(O2)=O)C2=CC=CC=C2)C[C@H]1C(=O)O)C(C)(C)C ((5S,8S)-7-((S)-2-(2-cyclohexylacetamido)-3,3-dimethylbutanoyl)-2-oxo-3-phenyl-1-oxa-3,7-diazaspiro[4.4]nonane-8-carboxylic acid). Procedure details: (5S,8S)-tert-butyl 7-((S)-2-(2-cyclohexylacetamido)-3,3-dimethylbutanoyl)-2-oxo-3-phenyl-1-oxa-3,7-diazaspiro[4.4]nonane-8-carboxylate (G1) (70 mg, 126 μmol, 1 eq.) was diluted in 1:1 DCM:TFA (2 mL) and stirred overnight at room temp. then concentrated to give (5S,8S)-7-((S)-2-(2-cyclohexylacetamido)-3,3-dimethylbutanoyl)-2-oxo-3-phenyl-1-oxa-3,7-diazaspiro[4.4]nonane-8-carboxylic acid (H1) in quantitative yield. LC MS+/−: 500.41/498.55 at 3.09 min (10-90%, 3-5 min, Formic Acid). Starting materials: CN (methyl amine), C=1C=CC2=C(C1)N=NN2O (HOBt), CCN=C=NCCCN(C)C.Cl (EDCI.HCl), BrC=1C=CC(=NC1)CC(=O)O (5-bromo-pyridin-2-yl-acetic acid). The solvent is C1CCOC1 (THF), O (water). Yields the product BrC=1C=CC(=NC1)CC(=O)NC (2-(5-Bromo-pyridin-2-yl)-N-methyl-acetamide). Isolated yield 27.3%. RXN SMILES: [Br:1][C:2]1[CH:3]=[CH:4][C:5]([CH2:8][C:9]([OH:11])=O)=[N:6][CH:7]=1.C1C=CC2N(O)N=[N:18][C:16]=2C=1.CCN=C=NCCCN(C)C.Cl.CN>C1COCC1.O>[Br:1][C:2]1[CH:3]=[CH:4][C:5]([CH2:8][C:9]([NH:18][CH3:16])=[O:11])=[N:6][CH:7]=1 |f:2.3|. Procedure: To a suspension of 5-bromo-pyridin-2-yl-acetic acid (0.87 g, 4.0 mmol) in THF (12 mL) was added HOBt (0.74 g, 4.8 mmol) and EDCI.HCl (0.85 g, 4.4 mmol) and stirred the resulting reaction mixture for 15-20 min at room temperature followed by drop-wise addition of methyl amine (2.0 M in THF, 4.05 mL, 8.0 mmol). The resulting mixture was then continued to stir for 6-7 h at room temperature. After completion of reaction, water was added and extracted with ethyl acetate. The crude residue was purifie... Reactants: CN(Cc1sc2c(=O)c(C(=O)NCc3ccc(Cl)cc3)cn(C)c2c1COCC[Si](C)(C)C)CC(O)c1ccc(C#N)s1, ClCCl, ClC(Cl)Cl, O=C(O)C(F)(F)F, [Na+], O=C([O-])O. The product is CN(Cc1sc2c(=O)c(C(=O)NCc3ccc(Cl)cc3)cn(C)c2c1CO)CC(O)c1ccc(C#N)s1. RXN SMILES: [Cl:1][c:2]1[cH:3][cH:4][c:5]([CH2:6][NH:7][C:8](=[O:9])[c:10]2[c:11](=[O:41])[c:12]3[c:13]([n:14]([CH3:16])[cH:15]2)[c:17]([CH2:33][O:34][CH2:35][CH2:36][Si:37]([CH3:38])([CH3:39])[CH3:40])[c:18]([CH2:20][N:21]([CH3:22])[CH2:23][CH:24]([OH:25])[c:26]2[s:27][c:28]([C:31]#[N:32])[cH:29][cH:30]2)[s:19]3)[cH:42][cH:43]1.[Cl:56][CH2:57][Cl:58].[Cl:59][CH:60]([Cl:61])[Cl:62].[F:49][C:50]([F:51])([F:52])[C:53]([OH:54])=[O:55].[Na+:48].[O-:44][C:45]([OH:46])=[O:47]>>[Cl:1][c:2]1[cH:3][cH:4][c:5]([CH2:6][NH:7][C:8](=[O:9])[c:10]2[c:11](=[O:41])[c:12]3[c:13]([n:14]([CH3:16])[cH:15]2)[c:17]([CH2:33][OH:34])[c:18]([CH2:20][N:21]([CH3:22])[CH2:23][CH:24]([OH:25])[c:26]2[s:27][c:28]([C:31]#[N:32])[cH:29][cH:30]2)[s:19]3)[cH:42][cH:43]1.